This data is from the Open Reaction Database (ORD), a public repository of structured organic reaction records. The task is: describe an organic reaction: reactants, conditions, products, and yield The reactants are CC(C)C[Al+]CC(C)C, COC(=O)C1CCCN1C(=O)OCc1ccccc1, ClCCl, Cl, [H-]. Yields the product O=CC1CCCN1C(=O)OCc1ccccc1. Reaction SMILES: [CH2:25]([Al+:26][CH2:27][CH:28]([CH3:29])[CH3:30])[CH:31]([CH3:32])[CH3:33].[CH3:1][O:2][C:3](=[O:4])[CH:5]1[N:6]([C:10](=[O:11])[O:12][CH2:13][c:14]2[cH:15][cH:16][cH:17][cH:18][cH:19]2)[CH2:7][CH2:8][CH2:9]1.[Cl:21][CH2:22][Cl:23].[ClH:20].[H-:24]>>[O:2]=[CH:3][CH:5]1[N:6]([C:10](=[O:11])[O:12][CH2:13][c:14]2[cH:15][cH:16][cH:17][cH:18][cH:19]2)[CH2:7][CH2:8][CH2:9]1. RXN SMILES: [CH2:1]([c:2]1[cH:3][cH:4][cH:5][cH:6][cH:7]1)[N:8]1[CH2:9][CH:10]([CH2:15][OH:16])[CH2:11][CH2:12][CH2:13][CH2:14]1.[CH3:17][OH:18]>>[NH:8]1[CH2:9][CH:10]([CH2:15][OH:16])[CH2:11][CH2:12][CH2:13][CH2:14]1. Yields the product OCC1CCCCNC1. Reactants: OCC1CCCCN(Cc2ccccc2)C1, CO.